This data is from the Open Reaction Database (ORD), a public repository of structured organic reaction records. The task is: describe an organic reaction: reactants, conditions, products, and yield Starting materials: CCOC(C)=O, [H][H], COc1ccc(Cn2nnc(C(=O)O)c2C(=O)c2ccc(C(OC)OC)cc2N)cc1. The product is COC(=O)c1ccc(C(=O)c2c(C(=O)O)nnn2Cc2ccc(OC)cc2)c(N)c1. Reaction SMILES: [CH3:34][CH2:35][O:36][C:37](=[O:38])[CH3:39].[H:32][H:33].[NH2:1][c:2]1[c:3]([C:4](=[O:5])[c:6]2[c:7]([C:20](=[O:21])[OH:22])[n:8][n:9][n:10]2[CH2:11][c:12]2[cH:13][cH:14][c:15]([O:18][CH3:19])[cH:16][cH:17]2)[cH:23][cH:24][c:25]([CH:27]([O:28][CH3:29])[O:30][CH3:31])[cH:26]1>>[NH2:1][c:2]1[c:3]([C:4](=[O:5])[c:6]2[c:7]([C:20](=[O:21])[OH:22])[n:8][n:9][n:10]2[CH2:11][c:12]2[cH:13][cH:14][c:15]([O:18][CH3:19])[cH:16][cH:17]2)[cH:23][cH:24][c:25]([C:27]([O:28][CH3:29])=[O:30])[cH:26]1. Reaction conditions: temperature 5 celsius, time 5 minute. RXN SMILES: [CH3:1][O:2][C:3]1[CH:8]=[CH:7][C:6]([CH2:9][CH2:10][CH2:11][N:12]2[CH:16]([C:17]3[CH:22]=[CH:21][C:20]([O:23][CH3:24])=[CH:19][CH:18]=3)[CH2:15][NH:14][C:13]2=[O:25])=[CH:5][CH:4]=1.[N:26]([O-])=O.[Na+]>C(O)(=O)C.O.[Zn]>[NH2:26][N:14]1[CH2:15][CH:16]([C:17]2[CH:18]=[CH:19][C:20]([O:23][CH3:24])=[CH:21][CH:22]=2)[N:12]([CH2:11][CH2:10][CH2:9][C:6]2[CH:5]=[CH:4][C:3]([O:2][CH3:1])=[CH:8][CH:7]=2)[C:13]1=[O:25] |f:1.2|. Yield: 109.3%. Solvent: C(C)(=O)O (acetic acid), O (water). The reagents and catalysts are [Zn] (zinc). Procedure: To a solution of 1-[3-(4-methoxyphenyl)propyl]-5-[(4-methoxy)-phenyl]-2-imidazolidinone (0.6 g, 1.75 mmol) in acetic acid (15 mL) is added dropwise a solution of NaNO2 (0.12 g, 1.8 mmol) in water (1 mL). The mixture is cooled in an ice bath to 5° C. and zinc dust (0.6 g, 9 mmol) is added in portions (starting with 0.5 g addition) over 50 minutes at less than 12° C. The reaction is stirred for 5 minutes and the ice bath is removed. The reaction temperature rises quickly to about 20° C. and the re... Starting materials: COC1=CC=C(C=C1)CCCN1C(NCC1C1=CC=C(C=C1)OC)=O (1-[3-(4-methoxyphenyl)propyl]-5-[(4-methoxy)-phenyl]-2-imidazolidinone), N(=O)[O-].[Na+] (NaNO2). Product: NN1C(N(C(C1)C1=CC=C(C=C1)OC)CCCC1=CC=C(C=C1)OC)=O (1-amino-3-[3-(4-methoxyphenyl)propyl]-4-[(4-methoxy)phenyl]-2-imidazolidinone). Starting materials: FC1=CC=C(C=C1)C1=NN2C(C=CC=C2)=C1C1=CC(=NC=C1)F (2-(4-Fluorophenyl)-3-(2-fluoro-4-pyridinyl)pyrazolo[1,5-a]-pyridine), BrN1C(CCC1=O)=O (N-bromosuccinimide), C([O-])(O)=O.[Na+] (sodium bicarbonate). The solvent is CN(C)C=O (DMF). Conditions: temperature 60 celsius. Product: BrC=1C=CC=2N(C1)N=C(C2C2=CC(=NC=C2)F)C2=CC=C(C=C2)F (6-Bromo-2-(4-fluorophenyl)-3-(2-fluoro-4-pyridinyl)pyrazolo[1,5-a]pyridine). Reaction SMILES: [F:1][C:2]1[CH:7]=[CH:6][C:5]([C:8]2[C:16]([C:17]3[CH:22]=[CH:21][N:20]=[C:19]([F:23])[CH:18]=3)=[C:11]3[CH:12]=[CH:13][CH:14]=[CH:15][N:10]3[N:9]=2)=[CH:4][CH:3]=1.[Br:24]N1C(=O)CCC1=O.C(=O)(O)[O-].[Na+]>CN(C=O)C>[Br:24][C:14]1[CH:13]=[CH:12][C:11]2[N:10]([N:9]=[C:8]([C:5]3[CH:6]=[CH:7][C:2]([F:1])=[CH:3][CH:4]=3)[C:16]=2[C:17]2[CH:22]=[CH:21][N:20]=[C:19]([F:23])[CH:18]=2)[CH:15]=1 |f:2.3|. Procedure details: To a solution of 2-(4-fluorophenyl)-3-(2-fluoro-4-pyridinyl)pyrazolo[1,5-a]pyridine (Example 27. 937 mg, 3.05 mmol) in DMF (20 mL) was added N-bromosuccinimide (651 mg, 3.66 mmol). The reaction mixture was heated at 60° C. for about 5 h and then allowed to cool to room temperature. Saturated sodium bicarbonate was added and the mixture was extracted with dichloromethane. The organic extracts were dried (MgSO4) and the solvents removed under vacuum. The residue was purified by silica gel chromato...